Dataset: the Open Reaction Database (ORD), a public repository of structured organic reaction records. Task: describe an organic reaction: reactants, conditions, products, and yield Starting materials: COc1ccccc(N)c1=O, COC(=O)C1=C(O)c2ccccc2S(=O)(=O)N1C, Cc1ccccc1C. Product: COc1ccccc(NC(=O)C2=C(O)c3ccccc3S(=O)(=O)N2C)c1=O. RXN SMILES: [NH2:19][c:20]1[c:21](=[O:29])[c:22]([O:27][CH3:28])[cH:23][cH:24][cH:25][cH:26]1.[OH:1][C:2]1=[C:3]([C:15]([O:17][CH3:16])=[O:18])[N:4]([CH3:14])[S:5](=[O:12])(=[O:13])[c:6]2[c:7]1[cH:8][cH:9][cH:10][cH:11]2.[c:30]1([CH3:31])[c:32]([CH3:33])[cH:34][cH:35][cH:36][cH:37]1>>[OH:1][C:2]1=[C:3]([C:15](=[O:17])[NH:19][c:20]2[c:21](=[O:29])[c:22]([O:27][CH3:28])[cH:23][cH:24][cH:25][cH:26]2)[N:4]([CH3:14])[S:5](=[O:12])(=[O:13])[c:6]2[c:7]1[cH:8][cH:9][cH:10][cH:11]2. Starting materials: C1(=CC=CC=C1)OC (anisole), C(CCCCC)(=O)Cl (hexanoyl chloride), [Cl-].[Al+3].[Cl-].[Cl-] (aluminum chloride), ClCCl (dichloro methane). Run at time 2 hour. Product: COC1=CC=C(C=C1)CC(CCCC)=O (1-(4-methoxyphenyl)hexanone). As a reaction SMILES: [C:1]1([O:7][CH3:8])[CH:6]=[CH:5][CH:4]=[CH:3][CH:2]=1.[C:9](Cl)(=[O:15])[CH2:10][CH2:11][CH2:12][CH2:13]C.[Cl-].[Al+3].[Cl-].[Cl-].Cl[CH2:22]Cl>>[CH3:8][O:7][C:1]1[CH:6]=[CH:5][C:4]([CH2:22][C:9](=[O:15])[CH2:10][CH2:11][CH2:12][CH3:13])=[CH:3][CH:2]=1 |f:2.3.4.5|. Procedure: To a solution of anisole (22 g) in dichloro methane (11) and hexanoyl chloride (33 g) at -20° was added portionwise over 30 minutes aluminum chloride (32 g). The reaction was stirred 2 hours at -20° and then quenched with ice and 11 1N HCl. The organic layer was separated, dried (Na2SO4), and evaporated. Chromatography of the residue using 5% ethylacetate in hexane afforded 20 g of the title compound: m.p.=32°-35°. The reactants are CC(C)[O-], CC(C)O, COc1cc(-c2nc(N)nc(SC)c2C#N)cc(OC)c1OC, [Na+]. Yields the product COc1cc(-c2nc(N)nc(OC(C)C)c2C#N)cc(OC)c1OC. RXN SMILES: [CH3:24][CH:25]([O-:26])[CH3:27].[CH:29]([OH:30])([CH3:31])[CH3:32].[NH2:1][c:2]1[n:3][c:4](-[c:12]2[cH:13][c:14]([O:22][CH3:23])[c:15]([O:20][CH3:21])[c:16]([O:18][CH3:19])[cH:17]2)[c:5]([C:10]#[N:11])[c:6]([S:8][CH3:9])[n:7]1.[Na+:28]>>[NH2:1][c:2]1[n:3][c:4](-[c:12]2[cH:13][c:14]([O:22][CH3:23])[c:15]([O:20][CH3:21])[c:16]([O:18][CH3:19])[cH:17]2)[c:5]([C:10]#[N:11])[c:6]([O:26][CH:25]([CH3:24])[CH3:27])[n:7]1. Reactants: O1CCN(CC1)C=1C=2N(C=CN1)C=C(N2)/C=C/C2=NC1=CC=CC=C1C(=C2)C(=O)O ((E)-2-(2-(8-morpholinoimidazo[1,2-a]pyrazin-2-yl)vinyl)quinoline-4-carboxylic acid), C[O-].[Na+] (NaOMe). Solvent: CO (MeOH), CO (MeOH). Reaction conditions: time 10 minute. The product is [Na+].O1CCN(CC1)C=1C=2N(C=CN1)C=C(N2)/C=C/C2=NC1=CC=CC=C1C(=C2)C(=O)[O-] ((E)-2-(2-(8-morpholinoimidazo[1,2-a]pyrazin-2-yl)vinyl)quinoline-4-carboxylic acid sodium salt). As a reaction SMILES: [O:1]1[CH2:6][CH2:5][N:4]([C:7]2[C:8]3[N:9]([CH:13]=[C:14](/[CH:16]=[CH:17]/[C:18]4[CH:27]=[C:26]([C:28]([OH:30])=[O:29])[C:25]5[C:20](=[CH:21][CH:22]=[CH:23][CH:24]=5)[N:19]=4)[N:15]=3)[CH:10]=[CH:11][N:12]=2)[CH2:3][CH2:2]1.C[O-].[Na+:33]>CO>[Na+:33].[O:1]1[CH2:6][CH2:5][N:4]([C:7]2[C:8]3[N:9]([CH:13]=[C:14](/[CH:16]=[CH:17]/[C:18]4[CH:27]=[C:26]([C:28]([O-:30])=[O:29])[C:25]5[C:20](=[CH:21][CH:22]=[CH:23][CH:24]=5)[N:19]=4)[N:15]=3)[CH:10]=[CH:11][N:12]=2)[CH2:3][CH2:2]1 |f:1.2,4.5|. Reported procedure: To a slurry of (E)-2-(2-(8-morpholinoimidazo[1,2-a]pyrazin-2-yl)vinyl)quinoline-4-carboxylic acid (32 mg, 0.08 mmol) in MeOH (0.6 mL), 1.5 M NaOMe in MeOH (0.16 mL, 0.08 mmol) was added. The resulting mixture was stirred for 10 min, concentrated, and dried under reduced pressure to obtain the title compound 8. 1H NMR (400 MHz, CD3OD) δ (ppm): 8.36 (d, J=8.6 Hz, 1H), 7.92-8.04 (m, 3H), 7.67-7.82 (m, 4H), 7.55 (t, J=7.6 Hz, 1H), 7.32 (d, J=4.4 Hz, 1H), 4.24-4.32 (m, 4H), 3.89 (t, 4H). Mass Spectru... Reactants: ClCCl, Cc1ccc(C2(O)CCN(C(=O)OC(C)(C)C)CC2)cc1C(F)(F)F, O=C(O)C(F)(F)F. Yields the product Cc1ccc(C2(O)CCNCC2)cc1C(F)(F)F. RXN SMILES: [CH2:33]([Cl:34])[Cl:35].[CH3:1][c:2]1[c:3]([C:22]([F:23])([F:24])[F:25])[cH:4][c:5]([C:8]2([OH:21])[CH2:9][CH2:10][N:11]([C:14]([O:15][C:16]([CH3:17])([CH3:18])[CH3:19])=[O:20])[CH2:12][CH2:13]2)[cH:6][cH:7]1.[OH:26][C:27]([C:28]([F:29])([F:30])[F:31])=[O:32]>>[CH3:1][c:2]1[c:3]([C:22]([F:23])([F:24])[F:25])[cH:4][c:5]([C:8]2([OH:21])[CH2:9][CH2:10][NH:11][CH2:12][CH2:13]2)[cH:6][cH:7]1. The reactants are Cl (hydrochloric acid), O (water), [N+](=O)([O-])C1=CC=C(C=C1)NCC(=O)O ((4-nitrophenyl)glycine). The reagents and catalysts are [Pd] (palladium-on-charcoal). Solvent: CC(=O)C (acetone), C(C)O (ethanol). Conditions: time 30 minute. The product is NC1=CC=C(C=C1)NCC(=O)O (N-(4-Aminophenyl)glycine). Yield: 114.3%. RXN SMILES: [N+:1]([C:4]1[CH:9]=[CH:8][C:7]([NH:10][CH2:11][C:12]([OH:14])=[O:13])=[CH:6][CH:5]=1)([O-])=O.O.Cl>C(O)C.CC(C)=O.[Pd]>[NH2:1][C:4]1[CH:9]=[CH:8][C:7]([NH:10][CH2:11][C:12]([OH:14])=[O:13])=[CH:6][CH:5]=1. Procedure: 1 g (5 mmol) of (4-nitrophenyl)glycine is dissolved in 20 ml of ethanol, 5 ml of water and 2.5 ml (2.5 eq) of 5N hydrochloric acid in a 250 ml glass reactor (Paar apparatus). 1 g of palladium-on-charcoal (50% moisture and 10% active) is then introduced. The mixture is hydrogenated under a pressure of approximately 2.76×105 Pa for 1 hour 30 minutes at a temperature of 20° C. After filtering through celite, the filtrate is evaporated to dryness. A white solid is obtained which is taken up in 50 ml... Reactants: COC(=O)NC=CC1=CC=C(C=C1)OC(C)=O (p-(2-methoxycarbonylaminovinyl)-acetoxybenzene), C[O-].[Na+] (sodium methoxide). Solvent: CO (methanol), CO (methanol). Reaction conditions: temperature 50 celsius. Product: acetone-ether, COC(=O)NC=CC1=CC=C(OCC2CO2)C=C1 (1-[p-(2-methoxycarbonylaminovinyl)-phenoxy]-2,3-epoxy-propane). Reaction SMILES: [CH3:1][O:2][C:3]([NH:5][CH:6]=[CH:7][C:8]1[CH:13]=[CH:12][C:11]([O:14][C:15](=O)[CH3:16])=[CH:10][CH:9]=1)=[O:4].[CH3:18][O-:19].[Na+]>CO>[CH3:1][O:2][C:3]([NH:5][CH:6]=[CH:7][C:8]1[CH:13]=[CH:12][C:11]([O:14][CH2:15][CH:16]2[O:19][CH2:18]2)=[CH:10][CH:9]=1)=[O:4] |f:1.2|. Reported procedure: 6.8 g (0.035 mol) of p-(2-methoxycarbonylaminovinyl)-acetoxybenzene are suspended in 100 ml of absolute methanol, a solution of 1.9 g (0.035 mol) of sodium methoxide in 15 ml of absolute methanol is added and thereafter the mixture is warmed to 50° C. for 15 minutes. It is then evaporated to dryness in vacuo. The resulting, crude phenolate of p-(2-methoxycarbonylaminovinyl)-phenol is heated with 35 ml of epichlorohydrin to the boil for 24 hours under a reflux condenser, whilst stirring. Thereaft...